From a dataset of the Open Reaction Database (ORD), a public repository of structured organic reaction records. describe an organic reaction: reactants, conditions, products, and yield The reactants are CN(C)c1cccc2cccc(N(C)C)c12, C[O+](C)C, ClCCl, F[B-](F)(F)F, O, CC(O)CNC(=O)OC(C)(C)C. The product is COC(C)CNC(=O)OC(C)(C)C. RXN SMILES: [CH3:13][N:14]([CH3:15])[c:16]1[c:17]2[c:18]([cH:19][cH:20][cH:21][c:22]2[N:23]([CH3:24])[CH3:25])[cH:26][cH:27][cH:28]1.[CH3:34][O+:35]([CH3:36])[CH3:37].[Cl:39][CH2:40][Cl:41].[F:29][B-:30]([F:31])([F:32])[F:33].[OH2:38].[OH:1][CH:2]([CH2:3][NH:4][C:5]([O:6][C:7]([CH3:8])([CH3:9])[CH3:10])=[O:11])[CH3:12]>>[O:1]([CH:2]([CH2:3][NH:4][C:5]([O:6][C:7]([CH3:8])([CH3:9])[CH3:10])=[O:11])[CH3:12])[CH3:13]. Conditions: time 6 hour. Yields the product ClC1=CC=C(C(=O)CC(=O)OCC)C=C1 (ethyl (4-chlorobenzoyl)acetate). The reactants are ClC1=CC=C(C(=O)O)C=C1 (4-chlorobenzoic acid), C(=O)(N1C=NC=C1)N1C=NC=C1 (1,1′-carbonyldiimidazole), Cl (hydrochloric acid), [Mg+].C(CC(=O)[O-])(=O)OCC (monoethyl malonate monomagnesium salt). The solvent is O1CCCC1 (tetrahydrofuran), C(C)(=O)OCC (ethyl acetate), O (water). Procedure details: To a solution of 4-chlorobenzoic acid (15.77 g, 100.7 mmol) in tetrahydrofuran (100 ml) was added 1,1′-carbonyldiimidazole (18.0 g, 111 mmol) at room temperature and the mixture was stirred as it was for 6 hrs. To the mixture was added monoethyl malonate monomagnesium salt (15.9 g, 55.4 mmol) at room temperature and the mixture was stirred at 60° C. for 3 hrs. The reaction solution was diluted with ethyl acetate and water and acidified with conc. hydrochloric acid. The ethyl acetate layer was se... RXN SMILES: [Cl:1][C:2]1[CH:10]=[CH:9][C:5]([C:6]([OH:8])=O)=[CH:4][CH:3]=1.C(N1C=CN=C1)(N1C=CN=C1)=O.[Mg+].[C:24]([O:30][CH2:31][CH3:32])(=[O:29])[CH2:25]C([O-])=O.Cl>O1CCCC1.C(OCC)(=O)C.O>[Cl:1][C:2]1[CH:3]=[CH:4][C:5]([C:6]([CH2:25][C:24]([O:30][CH2:31][CH3:32])=[O:29])=[O:8])=[CH:9][CH:10]=1 |f:2.3|. Reactants: O=C(O)c1cc2sc(Cl)c(Cl)c2[nH]1, CCN=C=NCCCN(C)C, CCN(C(C)C)C(C)C, ClCCl, CS(=O)(=O)NC1c2ccccc2CC1N, On1nnc2ccccc21. Product: CS(=O)(=O)NC1c2ccccc2CC1NC(=O)c1cc2sc(Cl)c(Cl)c2[nH]1. As a reaction SMILES: [C:1](=[O:2])([OH:3])[c:4]1[cH:5][c:6]2[c:7]([nH:8]1)[c:9]([Cl:13])[c:10]([Cl:12])[s:11]2.[CH3:48][CH2:49][N:50]=[C:51]=[N:52][CH2:53][CH2:54][CH2:55][N:56]([CH3:57])[CH3:58].[CH:29]([N:30]([CH2:31][CH3:32])[CH:33]([CH3:34])[CH3:35])([CH3:36])[CH3:37].[Cl:59][CH2:60][Cl:61].[NH2:14][CH:15]1[CH:16]([NH:24][S:25](=[O:26])(=[O:27])[CH3:28])[c:17]2[cH:18][cH:19][cH:20][cH:21][c:22]2[CH2:23]1.[OH:38][n:39]1[c:40]2[c:41]([cH:42][cH:43][cH:44][cH:45]2)[n:46][n:47]1>>[C:1](=[O:3])([c:4]1[cH:5][c:6]2[c:7]([nH:8]1)[c:9]([Cl:13])[c:10]([Cl:12])[s:11]2)[NH:14][CH:15]1[CH:16]([NH:24][S:25](=[O:26])(=[O:27])[CH3:28])[c:17]2[cH:18][cH:19][cH:20][cH:21][c:22]2[CH2:23]1. Reactants: [OH-].[Na+] (sodium hydroxide), C(\C=C\C(=O)O)(=O)O (fumaric acid), aqueous solution, [OH-].[NH4+] (ammonium hydroxide), solids. Solvent: O (water), O (water), aqueous solution. Conditions: time 15 minute. Product: C(\C=C\C(=O)[O-])(=O)[O-].[NH4+].[NH4+] (Di-Ammonium Fumarate). As a reaction SMILES: [C:1]([OH:8])(=[O:7])/[CH:2]=[CH:3]/[C:4]([OH:6])=[O:5].[OH-].[NH4+:10].[OH-].[Na+]>O>[C:1]([O-:8])(=[O:7])/[CH:2]=[CH:3]/[C:4]([O-:6])=[O:5].[NH4+:10].[NH4+:10] |f:1.2,3.4,6.7.8|. Procedure: A slurry of 11.6 g (0.1 mole) fumaric acid was dissolved in 30 ml water was mixed with 26 g of 30% aqueous solution of ammonium hydroxide (0.22 mol NH3). Carefully warming the slurry to boiling gave a clear solution. This solution was boiled to dryness over a period of 15 minutes to give a white crystalline solid. The solid was tumbled under nitrogen at 100 Torr, at 140°-150° C. for 8 hours to give a water insoluble, brown, glasslike solid weighing 14 g. This solid was dissolved in 100 g of an a... Reaction SMILES: [CH2:26]([Al+:27][CH2:28][CH:29]([CH3:30])[CH3:31])[CH:32]([CH3:33])[CH3:34].[CH3:1][c:2]1[n:3]([S:16](=[O:17])(=[O:18])[c:19]2[cH:20][cH:21][cH:22][cH:23][cH:24]2)[c:4](-[c:11]2[cH:12][s:13][cH:14][cH:15]2)[cH:5][c:6]1[C:7](=[O:8])[O:9][CH3:10].[CH3:35][c:36]1[cH:37][cH:38][cH:39][cH:40][cH:41]1.[H-:25]>>[CH3:1][c:2]1[n:3]([S:16](=[O:17])(=[O:18])[c:19]2[cH:20][cH:21][cH:22][cH:23][cH:24]2)[c:4](-[c:11]2[cH:12][s:13][cH:14][cH:15]2)[cH:5][c:6]1[CH2:7][OH:8]. Starting materials: CC(C)C[Al+]CC(C)C, COC(=O)c1cc(-c2ccsc2)n(S(=O)(=O)c2ccccc2)c1C, Cc1ccccc1, [H-]. Yields the product Cc1c(CO)cc(-c2ccsc2)n1S(=O)(=O)c1ccccc1. Procedure details: A mixture of 15.0 parts of 1-(2-hydroxyethyl)-2-methyl-5-nitroimidazole tosylate and 7.5 parts of 2,4(1H,-3H)-quinazolinedione is dissolved in 190 parts of warm dimethylformamide. 2.9 Parts of potassium hydroxide is dissolved in 80 parts of methanol and diluted with about 95 parts of dimethylformamide. The methanol is removed under reduced pressure, the residual solution added to the quinazolinedione solution, and the resulting mixture heated on a steam bath for 4 hours. The crude solution is co... RXN SMILES: S(C1C=CC(C)=CC=1)(O)(=O)=O.O[CH2:13][CH2:14][N:15]1[C:19]([N+:20]([O-:22])=[O:21])=[CH:18][N:17]=[C:16]1[CH3:23].[NH:24]1[C:33]2[C:28](=[CH:29][CH:30]=[CH:31][CH:32]=2)[C:27](=[O:34])[NH:26][C:25]1=[O:35].[OH-].[K+]>CN(C)C=O.CO.C1(C)C=CC=CC=1>[CH3:23][C:16]1[N:15]([CH2:14][CH2:13][N:26]2[C:27](=[O:34])[C:28]3[C:33](=[CH:32][CH:31]=[CH:30][CH:29]=3)[NH:24][C:25]2=[O:35])[C:19]([N+:20]([O-:22])=[O:21])=[CH:18][N:17]=1 |f:0.1,3.4|. Product: CC=1N(C(=CN1)[N+](=O)[O-])CCN1C(NC2=CC=CC=C2C1=O)=O (3-[2-(2-methyl-5-nitro-1-imidazolyl)ethyl]-2,4-(1H,3H)quinazolinedione). Reactants: 15.0, S(=O)(=O)(O)C1=CC=C(C)C=C1.OCCN1C(=NC=C1[N+](=O)[O-])C (1-(2-hydroxyethyl)-2-methyl-5-nitroimidazole tosylate), N1C(NC(C2=CC=CC=C12)=O)=O (2,4(1H,-3H)-quinazolinedione), [OH-].[K+] (potassium hydroxide). Solvent: CO (methanol), CN(C=O)C (dimethylformamide), CN(C=O)C (dimethylformamide), C1(=CC=CC=C1)C (toluene), C1(=CC=CC=C1)C (toluene). The reactants are C1(=CC=C(C=C1)S(=O)(=O)O)C (p-Toluene sulphonic acid), COC(=O)[C@H](C=1C=CC=CC1Cl)N2CCC3=C(C=CS3)C2 (Clopidogrel), C1(=CC=CC=C1)C (toluene). The solvent is CO (methanol). Conditions: time 24 hour. Yields the product COC(=O)[C@H](C=1C=CC=CC1Cl)N2CCC3=C(C=CS3)C2.S(=O)(=O)([O-])C1=CC=C(C)C=C1 (Clopidogrel tosylate). RXN SMILES: [CH3:1][O:2][C:3]([C@@H:5]([N:13]1[CH2:21][C:17]2[CH:18]=[CH:19][S:20][C:16]=2[CH2:15][CH2:14]1)[C:6]1[CH:7]=[CH:8][CH:9]=[CH:10][C:11]=1[Cl:12])=[O:4].[C:22]1([CH3:32])[CH:27]=[CH:26][C:25]([S:28]([OH:31])(=[O:30])=[O:29])=[CH:24][CH:23]=1.C1(C)C=CC=CC=1>CO>[CH3:1][O:2][C:3]([C@@H:5]([N:13]1[CH2:21][C:17]2[CH:18]=[CH:19][S:20][C:16]=2[CH2:15][CH2:14]1)[C:6]1[CH:7]=[CH:8][CH:9]=[CH:10][C:11]=1[Cl:12])=[O:4].[S:28]([C:25]1[CH:26]=[CH:27][C:22]([CH3:32])=[CH:23][CH:24]=1)([O-:31])(=[O:30])=[O:29] |f:4.5|. Procedure: Clopidogrel base was dissolved in methanol. p-Toluene sulphonic acid was added to the solution at 20° C. The reaction mixture was heated to reflux temperature for 2 hrs. The solution was cooled to room temperature and the methanolic solution was added dropwise to hot toluene. The resulting solution was refluxed for an additional 20 minutes. The solution was cooled to room temperature and was stirred for 24 hrs. The solvent was evaporated under reduced pressure to dryness to obtain Clopidogrel to...